This data is from the Open Reaction Database (ORD), a public repository of structured organic reaction records. The task is: describe an organic reaction: reactants, conditions, products, and yield Starting materials: CC(C)(C)P(c1ccccc1-c1ccccc1)C(C)(C)C, CC(=O)[O-], CC(=O)[O-], C1CCNC1, CC(C)(C)[O-], Cc1ccccc1, O=c1[nH]c(-c2ccccc2C(F)(F)F)cc2ccc(Cl)cc12, [Na+], O, [Pd+2]. Product: O=c1[nH]c(-c2ccccc2C(F)(F)F)cc2ccc(N3CCCC3)cc12. Reaction SMILES: [C:23]([P:24]([C:25]([CH3:26])([CH3:27])[CH3:28])[c:29]1[cH:30][cH:31][cH:32][cH:33][c:34]1-[c:35]1[cH:36][cH:37][cH:38][cH:39][cH:40]1)([CH3:41])([CH3:42])[CH3:43].[C:62]([O-:63])(=[O:64])[CH3:65].[C:67]([O-:68])(=[O:69])[CH3:70].[CH2:50]1[CH2:51][CH2:52][NH:53][CH2:54]1.[CH3:44][C:45]([CH3:46])([O-:47])[CH3:48].[CH3:55][c:56]1[cH:57][cH:58][cH:59][cH:60][cH:61]1.[Cl:1][c:2]1[cH:3][cH:4][c:5]2[cH:6][c:7](-[c:13]3[c:14]([C:19]([F:20])([F:21])[F:22])[cH:15][cH:16][cH:17][cH:18]3)[nH:8][c:9](=[O:12])[c:10]2[cH:11]1.[Na+:49].[OH2:71].[Pd+2:66]>>[c:2]1([N:53]2[CH2:52][CH2:51][CH2:50][CH2:54]2)[cH:3][cH:4][c:5]2[cH:6][c:7](-[c:13]3[c:14]([C:19]([F:20])([F:21])[F:22])[cH:15][cH:16][cH:17][cH:18]3)[nH:8][c:9](=[O:12])[c:10]2[cH:11]1.